describe an organic reaction: reactants, conditions, products, and yield From a dataset of the Open Reaction Database (ORD), a public repository of structured organic reaction records. Reactants: B(F)(F)F.CCOCC (boron trifluoride etherate), Cl (HCl), FC(C=1C=CC=C2C(C(NC12)=O)=O)(F)F (7-trifluoromethyl-1H-indole-2,3-dione), [BH4-].[Na+] (sodium borohydride). The solvent is C1CCOC1 (THF), O (water). Reaction conditions: temperature -20 celsius, time 2 hour. The product is FC(C=1C=CC=C2C=CNC12)(F)F (7-trifluoromethyl-1H-indole). As a reaction SMILES: [F:1][C:2]([F:15])([F:14])[C:3]1[CH:4]=[CH:5][CH:6]=[C:7]2[C:11]=1[NH:10][C:9](=O)[C:8]2=O.B(F)(F)F.CCOCC.[BH4-].[Na+].Cl>C1COCC1.O>[F:15][C:2]([F:1])([F:14])[C:3]1[CH:4]=[CH:5][CH:6]=[C:7]2[C:11]=1[NH:10][CH:9]=[CH:8]2 |f:1.2,3.4|. Reported procedure: To a stirred mixture of 7-trifluoromethyl-1H-indole-2,3-dione (116 mg) in THF (5.00 mL) was added boron trifluoride etherate (0.205 mL, 1.62 mmol) followed by sodium borohydride (71.4 mg, 1.88 mmol). The resulting mixture was stirred at -20° C. for 2 hrs, then water (1 mL) was added and the mixture was stirred at 0° C. for 10 min. The solution was acidified to pH=1 with 2N HCl, warmed to r.t. and stirred at r.t. for 20 min prior to extraction with EtOAc. The extracts were dried over magnesium su... Reactants: NC=1SC=C(N1)C(C(=O)N[C@H]1[C@H]2SCC(=C(N2C1=O)C(=O)O)CSC1=CC(=NC=2N1N=CC2)C2=CC(=C(C=C2)O)O)=O ((6R,7R)-7-(2-Amino-4-thiazoleglyoxylamido)-3-[[[5-(3,4-dihydroxyphenyl)pyrazolo[1,5-a]pyrimidin-7-yl]thio]methyl]-8-oxo-5-thia-1-azabicyclo[4.2.0]oct-2-ene-2-carboxylic acid), C1(=CC=C(C=C1)S(=O)(=O)O)C.NOCC=1OC=C(C(C1)=O)O (2-[(aminooxy)methyl]-5-hydroxy-4H-pyran-4-one p-toluenesulphonate). Reaction conditions: time 24 hour. Yields the product NC=1SC=C(N1)/C(/C(=O)N[C@H]1[C@H]2SCC(=C(N2C1=O)C(=O)O)CSC1=CC(=NC=2N1N=CC2)C2=CC(=C(C=C2)O)O)=N/OCC=2OC=C(C(C2)=O)O ((6R,7R)-7-[(Z)-2-(2-amino-4-thiazolyl)-2-[[(5-hydroxy-4-oxo-4 H-pyran-2-yl)methoxy]imino]acetamido]-3-[[[5-(3,4-dihydroxyphenyl)pyrazolo[1,5-a]pyrimidin-7-yl]thio]methyl]-8-oxo-5-thia-1-azabicyclo[4.2.0]oct-2-ene-2-carboxylic acid). Isolated yield 92.2%. Reaction SMILES: [NH2:1][C:2]1[S:3][CH:4]=[C:5]([C:7](=O)[C:8]([NH:10][C@@H:11]2[C:18](=[O:19])[N:17]3[C@@H:12]2[S:13][CH2:14][C:15]([CH2:23][S:24][C:25]2[N:30]4[N:31]=[CH:32][CH:33]=[C:29]4[N:28]=[C:27]([C:34]4[CH:39]=[CH:38][C:37]([OH:40])=[C:36]([OH:41])[CH:35]=4)[CH:26]=2)=[C:16]3[C:20]([OH:22])=[O:21])=[O:9])[N:6]=1.C1(C)C=CC(S(O)(=O)=O)=CC=1.[NH2:54][O:55][CH2:56][C:57]1[O:58][CH:59]=[C:60]([OH:64])[C:61](=[O:63])[CH:62]=1>>[NH2:1][C:2]1[S:3][CH:4]=[C:5](/[C:7](=[N:54]/[O:55][CH2:56][C:57]2[O:58][CH:59]=[C:60]([OH:64])[C:61](=[O:63])[CH:62]=2)/[C:8]([NH:10][C@@H:11]2[C:18](=[O:19])[N:17]3[C@@H:12]2[S:13][CH2:14][C:15]([CH2:23][S:24][C:25]2[N:30]4[N:31]=[CH:32][CH:33]=[C:29]4[N:28]=[C:27]([C:34]4[CH:39]=[CH:38][C:37]([OH:40])=[C:36]([OH:41])[CH:35]=4)[CH:26]=2)=[C:16]3[C:20]([OH:22])=[O:21])=[O:9])[N:6]=1 |f:1.2|. Reported procedure: (6R,7R)-7-(2-Amino-4-thiazoleglyoxylamido)-3-[[[5-(3,4-dihydroxyphenyl)pyrazolo[1,5-a]pyrimidin-7-yl]thio]methyl]-8-oxo-5-thia-1-azabicyclo[4.2.0]oct-2-ene-2-carboxylic acid (59 mg) (0.095 mmol) and 41 mg (0.121 mmol) of 2-[(aminooxy)methyl]-5-hydroxy-4H-pyran-4-one p-toluenesulphonate (1:1) are dissolved in 2 ml of absolute dimethylaeetamide. After stirring at room temperature for 24 hours the solvent is removed and the residue is treated with 4 ml of water. The precipitated product is filtered... Starting materials: O(CCO)CCO (2,2′-oxydiethanol), C(C#C)Br (propargyl bromide), solution, CC(C)([O-])C.[K+] (potassium tert-butoxide). The solvent is C1CCOC1 (THF), C1(=CC=CC=C1)C (toluene), C1CCOC1 (THF), [Cl-].[Na+].O (brine), O (water). Run at temperature 0 celsius, time 30 minute. The product is C(C#C)OCCOCCO (2-(2-(Prop-2-ynyloxy)ethoxy)ethanol). Isolated yield 30.2%. RXN SMILES: [CH3:1][C:2](C)([O-])[CH3:3].[K+].[O:7]([CH2:11][CH2:12][OH:13])[CH2:8][CH2:9][OH:10].C(Br)C#C>C1COCC1.C1(C)C=CC=CC=1.[Cl-].[Na+].O.O>[CH2:3]([O:10][CH2:9][CH2:8][O:7][CH2:11][CH2:12][OH:13])[C:2]#[CH:1] |f:0.1,6.7.8|. Reported procedure: To a stirred suspension of potassium tert-butoxide (1.06 g, 9.42 mmol) in THF (300 mL) cooled to 0° C. in an ice-bath was added a solution of 2,2′-oxydiethanol (4.60 g, 78.0 mmol) in THF (10 mL). The mixture was stirred at 0° C. for 30 min and was then allowed to warm to RT and was treated dropwise with propargyl bromide (1.68 mL of an 80% solution in toluene, 11.30 mmol). The reaction mixture was stirred at RT for 16 hr and diluted with brine and water (5:1, 50 mL) and was extracted with EtOAc ... Reactants: CCOC(=O)CCCCC(C(C)=O)(C(=O)OC(C)(C)C)C(=O)c1cccc(C#N)c1, O=C(O)C(F)(F)F. The product is CCOC(=O)CCCCC(C(C)=O)C(=O)c1cccc(C#N)c1. RXN SMILES: [C:1]([CH3:2])(=[O:3])[C:4]([C:5]([O:6][C:7]([CH3:8])([CH3:9])[CH3:10])=[O:11])([CH2:12][CH2:13][CH2:14][CH2:15][C:16](=[O:17])[O:18][CH2:19][CH3:20])[C:21]([c:22]1[cH:23][c:24]([C:28]#[N:29])[cH:25][cH:26][cH:27]1)=[O:30].[OH:31][C:32]([C:33]([F:34])([F:35])[F:36])=[O:37]>>[C:1]([CH3:2])(=[O:3])[CH:4]([CH2:12][CH2:13][CH2:14][CH2:15][C:16](=[O:17])[O:18][CH2:19][CH3:20])[C:21]([c:22]1[cH:23][c:24]([C:28]#[N:29])[cH:25][cH:26][cH:27]1)=[O:30]. The reactants are O (Water), FC=1C=C(OCCN)C=CC1 (2-(3-fluorophenoxy)ethylamine), C([O-])([O-])=O.[K+].[K+] (potassium carbonate), BrCC(=O)Br (bromoacetyl bromide). The solvent is ClCCl (dichloromethane). Conditions: temperature 0 celsius, time 30 minute. Yields the product BrCC(=O)NCCOC1=CC(=CC=C1)F (2-Bromo-N-[2-(3-fluoro-phenoxy)-ethyl]acetamide). As a reaction SMILES: [F:1][C:2]1[CH:3]=[C:4]([CH:9]=[CH:10][CH:11]=1)[O:5][CH2:6][CH2:7][NH2:8].C(=O)([O-])[O-].[K+].[K+].[Br:18][CH2:19][C:20](Br)=[O:21].O>ClCCl>[Br:18][CH2:19][C:20]([NH:8][CH2:7][CH2:6][O:5][C:4]1[CH:9]=[CH:10][CH:11]=[C:2]([F:1])[CH:3]=1)=[O:21] |f:1.2.3|. Procedure: A mixture of 2-(3-fluorophenoxy)ethylamine (0.93 g) and potassium carbonate (1.24 g in dichloromethane (20 mL) at 0° C. was treated with bromoacetyl bromide (1.04 mL). The reaction mixture was stirred at 0° C. for 30 mins then at room temperature for 6 h. Water was added and the mixture was stirred until effervescence ceased. The organic layer was separated and the organic layer was evaporated to afford the crude product which was purified by silica gel chromatography eluting with 0-50% EtOAc/pe... Starting materials: C1(CC1)N1C=C(C(C2=C(C(=C(C(=C12)F)F)F)C#C[Si](C)(C)C)=O)C(=O)OCC (Ethyl 1-cyclopropyl-6,7,8-trifluoro-1,4-dihydro-5-trimethylsilylethinyl-4-oxo-3-quinolinecarboxylate), [F-].[K+] (potassium fluoride), C(Cl)(Cl)Cl (chloroform), O (water), C(Cl)(Cl)Cl (chloroform). The solvent is CN(C=O)C (dimethylformamide). Run at temperature 0 celsius. Product: C1(CC1)N1C=C(C(C2=C(C(=C(C(=C12)F)F)F)C#C)=O)C(=O)OCC (Ethyl 1-cyclopropyl-5-ethinyl-6,7,8-trifluoro-1,4-dihydro-4-oxo-3-quinolinecarboxylate). Yield: 76.6%. RXN SMILES: [CH:1]1([N:4]2[C:13]3[C:8](=[C:9]([C:17]#[C:18][Si](C)(C)C)[C:10]([F:16])=[C:11]([F:15])[C:12]=3[F:14])[C:7](=[O:23])[C:6]([C:24]([O:26][CH2:27][CH3:28])=[O:25])=[CH:5]2)[CH2:3][CH2:2]1.[F-].[K+].C(Cl)(Cl)Cl.O>CN(C)C=O>[CH:1]1([N:4]2[C:13]3[C:8](=[C:9]([C:17]#[CH:18])[C:10]([F:16])=[C:11]([F:15])[C:12]=3[F:14])[C:7](=[O:23])[C:6]([C:24]([O:26][CH2:27][CH3:28])=[O:25])=[CH:5]2)[CH2:3][CH2:2]1 |f:1.2|. Reported procedure: 1 g of the product of Example E and 0.45 g of potassium fluoride are stirred for 1 hour at room temperature in a mixture of 20 ml of dimethylformamide, 10 ml of chloroform and 1 ml of water. After chloroform has been added, the organic phase is separated off, extracted by shaking with water, dried over sodium sulphate and concentrated. The residue is boiled briefly in 20 ml of methanol. When the mixture has cooled to 0° C., the solid obtained is filtered off with suction and dried. 0.63 g of the... Reaction SMILES: [CH2:1]([CH2:2][C:3]#[C:4][CH2:5][CH3:6])[OH:7].[Cl:10][c:11]1[n:12][o:13][n:14][c:15]1-[c:16]1[cH:17][n:18][cH:19][cH:20][cH:21]1.[H-:8].[Na+:9].[O:23]1[CH2:24][CH2:25][CH2:26][CH2:27]1.[OH2:22]>>[CH2:1]([CH2:2][C:3]#[C:4][CH2:5][CH3:6])[O:7][c:11]1[n:12][o:13][n:14][c:15]1-[c:16]1[cH:17][n:18][cH:19][cH:20][cH:21]1. The reactants are CCC#CCCO, Clc1nonc1-c1cccnc1, [H-], [Na+], C1CCOC1, O. Yields the product CCC#CCCOc1nonc1-c1cccnc1.